describe an organic reaction: reactants, conditions, products, and yield From a dataset of the Open Reaction Database (ORD), a public repository of structured organic reaction records. Reported procedure: The procedure for the preparation of the product of EXAMPLE 18 was repeated using 2-iodobenzene-1-sulfonamide (Maybridge) in the place of iodobenzene to provide the title product. 1H (CD3OD): δ 7.88 (2H, m); 7.81 (1H, d); 7.52 (1H, d); 7.44 (4H, m); 7.11 (1H, d); 7.05 (2H, m); 6.87 (1H, t); 4.68 (1H, t); 4.01 (2H, m); 3.37 (2H, m); 2.84 (2H, m); 1.82 (4H, m). As a reaction SMILES: [C:1]1([C:7]#[C:8][C@@H:9]([NH:14][S:15]([C:18]2[CH:23]=[CH:22][CH:21]=[C:20]([O:24][CH2:25][CH2:26][CH2:27][CH2:28][NH:29][C:30]3[CH:35]=[CH:34][CH:33]=[CH:32][N:31]=3)[CH:19]=2)(=[O:17])=[O:16])[CH2:10][C:11]([OH:13])=[O:12])[CH:6]=[CH:5][CH:4]=[CH:3][CH:2]=1.IC1C=CC=CC=1[S:43]([NH2:46])(=[O:45])=[O:44]>>[NH2:46][S:43]([C:2]1[CH:3]=[CH:4][CH:5]=[CH:6][C:1]=1[C:7]#[C:8][C@@H:9]([NH:14][S:15]([C:18]1[CH:23]=[CH:22][CH:21]=[C:20]([O:24][CH2:25][CH2:26][CH2:27][CH2:28][NH:29][C:30]2[CH:35]=[CH:34][CH:33]=[CH:32][N:31]=2)[CH:19]=1)(=[O:17])=[O:16])[CH2:10][C:11]([OH:13])=[O:12])(=[O:45])=[O:44]. Reactants: C1(=CC=CC=C1)C#C[C@H](CC(=O)O)NS(=O)(=O)C1=CC(=CC=C1)OCCCCNC1=NC=CC=C1 ((3S)-5-Phenyl-3-[({3-[4-(pyridin-2-ylamino)butoxy]phenyl}sulfonyl)-amino]pent-4-ynoic Acid), IC1=C(C=CC=C1)S(=O)(=O)N (2-iodobenzene-1-sulfonamide). Yields the product NS(=O)(=O)C1=C(C=CC=C1)C#C[C@H](CC(=O)O)NS(=O)(=O)C1=CC(=CC=C1)OCCCCNC1=NC=CC=C1 ((3S)-5-[2-(Aminosulfonyl)phenyl]-3-[({3-[4-(pyridin-2-ylamino)butoxy]-phenyl}sulfonyl)amino]pent-4-ynoic Acid).